This data is from the Open Reaction Database (ORD), a public repository of structured organic reaction records. The task is: describe an organic reaction: reactants, conditions, products, and yield Reactants: CCc1c(Cl)cccc1N1CCNCC1, Cl, O=CCCCOc1ccc2c(n1)NC(=O)CC2. The product is CCc1c(Cl)cccc1N1CCN(CCCCOc2ccc3c(n2)NC(=O)CC3)CC1. RXN SMILES: [Cl:2][c:3]1[c:4]([CH2:15][CH3:16])[c:5]([N:9]2[CH2:10][CH2:11][NH:12][CH2:13][CH2:14]2)[cH:6][cH:7][cH:8]1.[ClH:1].[O:17]=[C:18]1[CH2:19][CH2:20][c:21]2[cH:22][cH:23][c:24]([O:28][CH2:29][CH2:30][CH2:31][CH:32]=[O:33])[n:25][c:26]2[NH:27]1>>[Cl:2][c:3]1[c:4]([CH2:15][CH3:16])[c:5]([N:9]2[CH2:10][CH2:11][N:12]([CH2:32][CH2:31][CH2:30][CH2:29][O:28][c:24]3[cH:23][cH:22][c:21]4[c:26]([n:25]3)[NH:27][C:18](=[O:17])[CH2:19][CH2:20]4)[CH2:13][CH2:14]2)[cH:6][cH:7][cH:8]1. Starting materials: [BH4-], C1CCOC1, CN, O=Cc1ccc(-c2ccc(C(F)(F)F)cc2)cc1, [Mg+2], [Na+], O=S(=O)([O-])[O-]. The product is CNCc1ccc(-c2ccc(C(F)(F)F)cc2)cc1. Reaction SMILES: [BH4-:27].[CH2:29]1[O:30][CH2:31][CH2:32][CH2:33]1.[CH3:19][NH2:20].[F:1][C:2]([c:3]1[cH:4][cH:5][c:6](-[c:9]2[cH:10][cH:11][c:12]([CH:13]=[O:14])[cH:15][cH:16]2)[cH:7][cH:8]1)([F:17])[F:18].[Mg+2:21].[Na+:28].[O-:22][S:23](=[O:24])(=[O:25])[O-:26]>>[F:1][C:2]([c:3]1[cH:4][cH:5][c:6](-[c:9]2[cH:10][cH:11][c:12]([CH2:13][NH:20][CH3:19])[cH:15][cH:16]2)[cH:7][cH:8]1)([F:17])[F:18]. Starting materials: CC(C)(C)OC(=O)N1CCC(n2ncc3c(Oc4ccc(S(C)(=O)=O)cc4)ncnc32)CC1, O=C(OC(=O)C(F)(F)F)C(F)(F)F, O=C(O)C(F)(F)F. Product: CS(=O)(=O)c1ccc(Oc2ncnc3c2cnn3C2CCN(C(=O)C(F)(F)F)CC2)cc1. RXN SMILES: [C:1]([CH3:3])([CH3:4])([O:5][C:6](=[O:2])[N:8]1[CH2:9][CH2:10][CH:11]([n:14]2[n:15][cH:16][c:17]3[c:18]2[n:19][cH:20][n:21][c:22]3[O:23][c:24]2[cH:25][cH:26][c:27]([S:30](=[O:31])(=[O:32])[CH3:33])[cH:28][cH:29]2)[CH2:12][CH2:13]1)[CH3:7].[F:41][C:42]([F:43])([F:44])[C:45]([O:46][C:47](=[O:48])[C:49]([F:50])([F:51])[F:52])=[O:53].[OH:34][C:35](=[O:36])[C:37]([F:38])([F:39])[F:40]>>[O:5]=[C:6]([N:8]1[CH2:9][CH2:10][CH:11]([n:14]2[n:15][cH:16][c:17]3[c:18]2[n:19][cH:20][n:21][c:22]3[O:23][c:24]2[cH:25][cH:26][c:27]([S:30](=[O:31])(=[O:32])[CH3:33])[cH:28][cH:29]2)[CH2:12][CH2:13]1)[C:37]([F:38])([F:39])[F:40]. Reactants: CCOC(=O)C(=O)OCC, CC(=O)C=Cc1ccc(Cl)cc1, [Na]. RXN SMILES: [C:14]([C:15](=[O:16])[O:17][CH2:18][CH3:19])(=[O:20])[O:21][CH2:22][CH3:23].[Cl:2][c:3]1[cH:4][cH:5][c:6]([CH:9]=[CH:10][C:11]([CH3:12])=[O:13])[cH:7][cH:8]1.[Na:1]>>[Cl:2][c:3]1[cH:4][cH:5][c:6]([CH:9]=[CH:10][C:11]([CH2:12][C:14]([C:15](=[O:16])[O:17][CH2:18][CH3:19])=[O:20])=[O:13])[cH:7][cH:8]1. Product: CCOC(=O)C(=O)CC(=O)C=Cc1ccc(Cl)cc1.